Dataset: the Open Reaction Database (ORD), a public repository of structured organic reaction records. Task: describe an organic reaction: reactants, conditions, products, and yield Reactants: C(C)C1(OC2=C(C1)C=CC=C2)C(=O)C2=CC=C(OCC(=O)OC)C=C2 (methyl 4-(2ethyl-benzofuroyl)phenoxyacetate), C(C)C1(OC2=C(C1)C=CC=C2)C(=O)C2=CC=C(OCC(=O)OC)C=C2 (methyl 4-(2ethyl-benzofuroyl)phenoxyacetate), O.N (ammonia water), ClCC(=O)OC (methyl chloroacetate). Product: C(C)C=1OC2=C(C1C(=O)C1=CC=C(OCC(=O)N)C=C1)C=CC=C2 (4-(2-ethyl-3-benzofuroyl)phenoxyacetamide). RXN SMILES: Cl[CH2:2]C(OC)=O.[CH2:7]([C:9]1([C:18]([C:20]2[CH:31]=[CH:30][C:23]([O:24][CH2:25][C:26]([O:28]C)=O)=[CH:22][CH:21]=2)=[O:19])[CH2:13][C:12]2[CH:14]=[CH:15][CH:16]=[CH:17]C=2O1)[CH3:8].[OH2:32].[NH3:33]>>[CH2:8]([C:7]1[O:32][C:17]2[CH:16]=[CH:15][CH:14]=[CH:12][C:13]=2[C:9]=1[C:18]([C:20]1[CH:21]=[CH:22][C:23]([O:24][CH2:25][C:26]([NH2:33])=[O:28])=[CH:30][CH:31]=1)=[O:19])[CH3:2] |f:2.3|. Procedure details: According to the Procedure B of Example 1, the intermediate of the Example 3 was reacted with methyl chloroacetate. The resulting product methyl 4-(2ethyl-benzofuroyl)phenoxyacetate (Compound 11) was treated with concentrated ammonia water (28%) 100 ml and was stirred under ice-cooled condition for three hours. The white powder thus obtained, after drying was recrystallized from methanol. The reactants are FC(C(=O)O)(F)F (Trifluoroacetic acid), CN(C1=CC=C(C=C1)NC1=C(C(=O)OC(C)(C)C)C=CC(=C1)C1=CC=CC=C1)C (tert-butyl 2-((4-(dimethylamino)phenyl)amino)-4-phenylbenzoate). Conditions: time 3 hour. Product: CN(C1=CC=C(C=C1)NC1=C(C(=O)O)C=CC(=C1)C1=CC=CC=C1)C (2-((4-(dimethylamino)phenyl)amino)-4-phenylbenzoic acid). As a reaction SMILES: FC(F)(F)C(O)=O.[CH3:8][N:9]([CH3:36])[C:10]1[CH:15]=[CH:14][C:13]([NH:16][C:17]2[CH:29]=[C:28]([C:30]3[CH:35]=[CH:34][CH:33]=[CH:32][CH:31]=3)[CH:27]=[CH:26][C:18]=2[C:19]([O:21]C(C)(C)C)=[O:20])=[CH:12][CH:11]=1>>[CH3:8][N:9]([CH3:36])[C:10]1[CH:11]=[CH:12][C:13]([NH:16][C:17]2[CH:29]=[C:28]([C:30]3[CH:35]=[CH:34][CH:33]=[CH:32][CH:31]=3)[CH:27]=[CH:26][C:18]=2[C:19]([OH:21])=[O:20])=[CH:14][CH:15]=1. Procedure: Trifluoroacetic acid 5.0 mL was added to the obtained tert-butyl 2-((4-(dimethylamino)phenyl)amino)-4-phenylbenzoate, and it was stirred at room temperature for 3 hours. The solvent was removed under reduced pressure, ethyl acetate and water were added to the obtained residue, and it was adjusted to pH6.5 with saturated sodium hydrogen carbonate aqueous solution. The organic layer was separated and collected,dried over anhydrous magnesium sulfate after washing with saturated sodium chloride aque... Starting materials: NC=1C=C(C(=O)OC)C=C(C1N)[N+](=O)[O-] (Methyl 3,4-diamino-5-nitrobenzoate), C(=O)O (HCOOH). Product: [N+](=O)([O-])C1=CC(=CC=2NC=NC21)C(=O)OC (Methyl 4-nitro-1H-benzimidazole-6-carboxylate). The yield is 110.0%. RXN SMILES: [NH2:1][C:2]1[CH:3]=[C:4]([CH:9]=[C:10]([N+:13]([O-:15])=[O:14])[C:11]=1[NH2:12])[C:5]([O:7][CH3:8])=[O:6].[CH:16](O)=O>>[N+:13]([C:10]1[C:11]2[N:12]=[CH:16][NH:1][C:2]=2[CH:3]=[C:4]([C:5]([O:7][CH3:8])=[O:6])[CH:9]=1)([O-:15])=[O:14]. Reported procedure: A solution of methyl 3,4-diamino-5-nitrobenzoate (D245) (1.3 g, 6.16 mmol, 1 equiv) in HCOOH (20 ml) was stirred at 100° C. for 1 h then cooled to room temperature and concentrated in vacuo. The residue was partitioned between AcOEt and a 2N aqueous NaOH solution and the layers were separated. The organic phase was dried over MgSO4 and concentrated in vacuo to give methyl 4-nitro-1H-benzimidazole-6-carboxylate (D250) (1.5 g, 110%) as a light brown solid which was used in the next step without fu... RXN SMILES: [NH2:1][C:2]1[CH:7]=[CH:6][C:5]([C:8]([F:11])([F:10])[F:9])=[CH:4][CH:3]=1.[C:12]1([CH3:24])[CH:17]=[CH:16][C:15]([S:18]([N:21]=[C:22]=[O:23])(=[O:20])=[O:19])=[CH:14][CH:13]=1>C(Cl)Cl>[CH3:24][C:12]1[CH:17]=[CH:16][C:15]([S:18]([NH:21][C:22]([NH:1][C:2]2[CH:7]=[CH:6][C:5]([C:8]([F:9])([F:10])[F:11])=[CH:4][CH:3]=2)=[O:23])(=[O:20])=[O:19])=[CH:14][CH:13]=1. Starting materials: NC1=CC=C(C=C1)C(F)(F)F (4-aminobenzotrifluoride), C1(=CC=C(C=C1)S(=O)(=O)N=C=O)C (p-toluenesulfonyl isocyanate). Solvent: C(Cl)Cl (methylene chloride), C(Cl)Cl (methylene chloride), C(Cl)Cl (methylene chloride). The product is CC1=CC=C(C=C1)S(=O)(=O)NC(=O)NC1=CC=C(C=C1)C(F)(F)F (4-Methyl-N-([(4-trifluoromethylphenyl)amino]-carbonyl)benzenesulfonamide). Procedure details: A solution of 8.0 g of 4-aminobenzotrifluoride in 10 ml of methylene chloride was added to a solution of 9.85 g of p-toluenesulfonyl isocyanate in 75 ml of methylene chloride with stirring. The mixture became quite warm and a heavy white precipitate formed. An additional 100 ml of methylene chloride was added. The reaction mixture was stirred an additional 15 minutes, and the precipitate was recovered by filtration affording 15.0 g of the title product as a white solid. A small amount of the mat... Isolated yield 84.3%.